The task is: describe an organic reaction: reactants, conditions, products, and yield. This data is from the Open Reaction Database (ORD), a public repository of structured organic reaction records. Reactants: BrCC1OC(C(O1)C)C (2-Bromomethyl-4,5-dimethyl-1,3-dioxolane), CN (methylamine). Reaction conditions: time 14 hour. The product is CC1OC(OC1C)CNC (N-(4,5-dimethyl-1,3-dioxolan-2-ylmethyl)methylamine). As a reaction SMILES: Br[CH2:2][CH:3]1[O:7][CH:6]([CH3:8])[CH:5]([CH3:9])[O:4]1.[CH3:10][NH2:11]>>[CH3:9][CH:5]1[CH:6]([CH3:8])[O:7][CH:3]([CH2:2][NH:11][CH3:10])[O:4]1. Reported procedure: 2-Bromomethyl-4,5-dimethyl-1,3-dioxolane (100 grams) and 40% aqueous methylamine (300 ml) were charged into a glass reaction vessel fitted with a mechanical stirrer and thermometer and were stirred at room temperature for a period of about 14 hours. The reaction mixture was then extracted with diethyl ether. The extract was dried and the ether stripped off using a rotary evaporator to yield the desired product N-(4,5-dimethyl-1,3-dioxolan-2-ylmethyl)methylamine as the residue. Starting materials: N(C1=CC=CC=C1)C1=NC(=NC=C1Br)NC1=CC=C(C=C1)I (4-anilino-5-bromo-2-(4-iodoanilino)pyrimidine), CN(C)CC#C (N,N-dimethylpropargylamine), tetrakis (triphenylphosphine)palladium (0). Solvent: N1CCCC1 (pyrrolidine), C(Cl)Cl (DCM). Run at temperature 80 celsius. Product: N(C1=CC=CC=C1)C1=NC(=NC=C1Br)NC1=CC=C(C=C1)C#CCN(C)C (4-Anilino-5-bromo-2-[4-(3-dimethylamino-1-propynyl)anilino]pyrimidine). Isolated yield 17.8%. RXN SMILES: [NH:1]([C:8]1[C:13]([Br:14])=[CH:12][N:11]=[C:10]([NH:15][C:16]2[CH:21]=[CH:20][C:19](I)=[CH:18][CH:17]=2)[N:9]=1)[C:2]1[CH:7]=[CH:6][CH:5]=[CH:4][CH:3]=1.[CH3:23][N:24]([CH2:26][C:27]#[CH:28])[CH3:25]>N1CCCC1.C(Cl)Cl>[NH:1]([C:8]1[C:13]([Br:14])=[CH:12][N:11]=[C:10]([NH:15][C:16]2[CH:21]=[CH:20][C:19]([C:28]#[C:27][CH2:26][N:24]([CH3:25])[CH3:23])=[CH:18][CH:17]=2)[N:9]=1)[C:2]1[CH:7]=[CH:6][CH:5]=[CH:4][CH:3]=1. Procedure details: A solution of 4-anilino-5-bromo-2-(4-iodoanilino)pyrimidine (Method 12; 200 mg, 0.40 mmol), N,N-dimethylpropargylamine (0.09 ml, 0.85 mmol) and tetrakis (triphenylphosphine)palladium (0) (25 mg, 0.02 mmol) in pyrrolidine (3 ml) was stirred for 60 hours and then heated at 80° C. for 2 hours. The mixture was diluted with DCM (10 ml) and silica (2 g) was added. Volatile material was removed by evaporation and the residue was loaded onto a Varian Mega Bond Elut column. Elution with 0-10% 2.0M methan...